This data is from the Open Reaction Database (ORD), a public repository of structured organic reaction records. The task is: describe an organic reaction: reactants, conditions, products, and yield Reactants: C1=C2C(=C3N(C2=CC=C1)CCCC3)C=3C(OC(C3C3=CN(C1=CC=CC=C31)C)=O)=O (3-(6,7,8,9-tetrahydropyrido[1,2-a]indol-10-yl)-4-(1-methyl-3-indolyl)furan-2,5-dione), CN(C=O)C (dimethylformamide). Solvent: N (ammonia). Yields the product C1=C2C(=C3N(C2=CC=C1)CCCC3)C=3C(NC(C3C3=CN(C1=CC=CC=C31)C)=O)=O (3-(6,7,8,9-tetrahydro-pyrido[1,2-a]indol-10-yl)-4-(1-methyl-3-indolyl)-1H-pyrrole-2,5-dione). Reaction SMILES: [CH:1]1[CH:9]=[CH:8][CH:7]=[C:6]2[C:2]=1[C:3]([C:14]1[C:15](=[O:30])O[C:17](=[O:29])[C:18]=1[C:19]1[C:27]3[C:22](=[CH:23][CH:24]=[CH:25][CH:26]=3)[N:21]([CH3:28])[CH:20]=1)=[C:4]1[CH2:13][CH2:12][CH2:11][CH2:10][N:5]12.C[N:32](C)C=O>N>[CH:1]1[CH:9]=[CH:8][CH:7]=[C:6]2[C:2]=1[C:3]([C:14]1[C:15](=[O:30])[NH:32][C:17](=[O:29])[C:18]=1[C:19]1[C:27]3[C:22](=[CH:23][CH:24]=[CH:25][CH:26]=3)[N:21]([CH3:28])[CH:20]=1)=[C:4]1[CH2:13][CH2:12][CH2:11][CH2:10][N:5]12. Procedure: A solution of 72 mg of 3-(6,7,8,9-tetrahydropyrido[1,2-a]indol-10-yl)-4-(1-methyl-3-indolyl)furan-2,5-dione in 5 ml of dimethylformamide and 5 ml of 33% aqueous ammonia was heated to 140° C. for 4 hours. The resulting crystals were filtered off and dried to give 50 mg of 3-(6,7,8,9-tetrahydro-pyrido[1,2-a]indol-10-yl)-4-(1-methyl-3-indolyl)-1H-pyrrole-2,5-dione of melting point 286°-289° C. Reactants: C(C)(=O)[C@@]1([C@H]2O[C@@H](CC1)CO2)O (1,6-anhydro-2-acetyl-3,4-dideoxy-β-D-galactopyranose), C[O-].[Na+] (sodium methoxide). The solvent is CO (methanol). Run at time 1 hour. Yields the product [C@H]12[C@H](O)CC[C@H](O1)CO2 (1,6-anhydro-3,4-dideoxy-β-D-galactopyranose). Isolated yield 100.5%. Reaction SMILES: C([C@@:4]1([OH:12])[CH2:9][CH2:8][C@H:7]2[CH2:10][O:11][C@@H:5]1[O:6]2)(=O)C.C[O-].[Na+]>CO>[C@@H:5]12[O:11][CH2:10][C@@H:7]([O:6]1)[CH2:8][CH2:9][C@H:4]2[OH:12] |f:1.2|. Procedure: [C] 25 g of 1,6-anhydro-2-acetyl-3,4-dideoxy-β-D-galactopyranose (6), obtained in the step [B] was dissolved in 100 ml of methanol, forming a solution. A small amount of sodium methoxide was added to the solution. The solution was stirred for one hour at room temperature, causing a reaction therein. Upon the completion the reaction, cation exchange resin was added to the solution, and the solution was stirred for 10 minutes. The insoluble substance was filtered off, and the solvent was distilled... Starting materials: CC(=O)c1c(O)cc(C)n(C)c1=O, N#CCCc1cccc(C=O)c1, CCO. The product is Cc1cc(O)c(C(=O)C=Cc2cccc(CCC#N)c2)c(=O)n1C. RXN SMILES: [C:13]([CH3:14])(=[O:15])[c:16]1[c:17](=[O:25])[n:18]([CH3:24])[c:19]([CH3:23])[cH:20][c:21]1[OH:22].[C:1](#[N:2])[CH2:3][CH2:4][c:5]1[cH:6][c:7]([CH:8]=[O:9])[cH:10][cH:11][cH:12]1.[CH3:26][CH2:27][OH:28]>>[C:1](#[N:2])[CH2:3][CH2:4][c:5]1[cH:6][c:7]([CH:8]=[CH:14][C:13](=[O:15])[c:16]2[c:17](=[O:25])[n:18]([CH3:24])[c:19]([CH3:23])[cH:20][c:21]2[OH:22])[cH:10][cH:11][cH:12]1.